Task: describe an organic reaction: reactants, conditions, products, and yield. Dataset: the Open Reaction Database (ORD), a public repository of structured organic reaction records The reactants are NC(CO)(C)C (2-amino-2-methyl-1-propanol), C(C1=CC=CC=C1)(=O)Cl (benzoyl chloride). The solvent is ClCCl (dichloromethane), ClCCl (dichloromethane). Yields the product C(C1=CC=CC=C1)(=O)NC(CO)(C)C (2-benzoylamino-2-methyl-1-propanol). Reaction SMILES: [NH2:1][C:2]([CH3:6])([CH3:5])[CH2:3][OH:4].[C:7](Cl)(=[O:14])[C:8]1[CH:13]=[CH:12][CH:11]=[CH:10][CH:9]=1>ClCCl>[C:7]([NH:1][C:2]([CH3:6])([CH3:5])[CH2:3][OH:4])(=[O:14])[C:8]1[CH:13]=[CH:12][CH:11]=[CH:10][CH:9]=1. Reported procedure: To a 250 ml dichloromethane solution containing 89 g (1.0 mol) 2-amino-2-methyl-1-propanol at 0° was added dropwise with stirring 70 g (0.5 mol) benzoyl chloride in 250 ml dichloromethane. The reaction mixture was warmed to roome temperature and stirred for several hours. The 2-amino-2-methyl-1-propanol hydrochloride was removed from the reaction mixture by filtration and was thoroughly washed with dichloromethane. The filtrate and washings were combined and the dichloromethane removed under red...